Dataset: the Open Reaction Database (ORD), a public repository of structured organic reaction records. Task: describe an organic reaction: reactants, conditions, products, and yield Reactants: CO, Cl, [H][H], COc1ccc(Cc2cnc(N)nc2N)cc1OCc1ccccc1. Product: Cl, COc1ccc(Cc2cnc(N)nc2N)cc1O. RXN SMILES: [CH3:29][OH:30].[ClH:26].[H:27][H:28].[NH2:1][c:2]1[n:3][cH:4][c:5]([CH2:9][c:10]2[cH:11][c:12]([O:18][CH2:19][c:20]3[cH:21][cH:22][cH:23][cH:24][cH:25]3)[c:13]([O:16][CH3:17])[cH:14][cH:15]2)[c:6]([NH2:8])[n:7]1>>[ClH:26].[NH2:1][c:2]1[n:3][cH:4][c:5]([CH2:9][c:10]2[cH:11][c:12]([OH:18])[c:13]([O:16][CH3:17])[cH:14][cH:15]2)[c:6]([NH2:8])[n:7]1. Starting materials: [N+](=O)([O-])C=1C=C(C=CC1)C1=NOC(=C1)CCC=O (3-[3-(3-nitrophenyl)isoxazol-5-yl]propanal), FC(C1=C(CN2CCNCC2)C=CC=C1)(F)F (1-[2-(trifluoromethyl)benzyl]piperazine), [BH-](OC(=O)C)(OC(=O)C)OC(=O)C.[Na+] (NaBH(OAc)3). Solvent: C(Cl)Cl (methylene chloride). Product: [N+](=O)([O-])C=1C=C(C=CC1)C1=NOC(=C1)CCCN1CCN(CC1)CC1=CC=CC=C1 (3-(3-Nitrophenyl)-5-{3-[4-benzylpiperazinyl]propyl}isoxazole). The yield is 45.5%. RXN SMILES: [N+:1]([C:4]1[CH:5]=[C:6]([C:10]2[CH:14]=[C:13]([CH2:15][CH2:16][CH:17]=O)[O:12][N:11]=2)[CH:7]=[CH:8][CH:9]=1)([O-:3])=[O:2].FC(F)(F)[C:21]1[CH:33]=[CH:32][CH:31]=[CH:30][C:22]=1[CH2:23][N:24]1[CH2:29][CH2:28][NH:27][CH2:26][CH2:25]1.[BH-](OC(C)=O)(OC(C)=O)OC(C)=O.[Na+]>C(Cl)Cl>[N+:1]([C:4]1[CH:5]=[C:6]([C:10]2[CH:14]=[C:13]([CH2:15][CH2:16][CH2:17][N:27]3[CH2:28][CH2:29][N:24]([CH2:23][C:22]4[CH:21]=[CH:33][CH:32]=[CH:31][CH:30]=4)[CH2:25][CH2:26]3)[O:12][N:11]=2)[CH:7]=[CH:8][CH:9]=1)([O-:3])=[O:2] |f:2.3|. Procedure details: About 2 min after dissolving 3-[3-(3-nitrophenyl)isoxazol-5-yl]propanal (10 mg, 0.04 mmol) and 1-benylpiperazine (7.1, 0.04 mmol) in 2 mL of dry methylene chloride, were added NaBH(OAc)3 (26 mg, 0.12 mmol) and molecular sieves (5 beads). The reaction mixture was reacted for 2 hr and followed the same processes as in Example 1 to obtain 7.4 mg (44.8%) of the target compound. The reactants are resultant mixture, C1=CN(C=N1)C(=O)N2C=CN=C2 (CDI), FC1=CC=C(C=C1)N1C(C2=CC=C(C=C2C=C1CCCCC(=O)O)C(N[C@H](C)C1=CC=C(C=C1)F)=O)=O ((R)-5-(2-(4-fluorophenyl)-6-((1-(4-fluorophenyl)ethyl)carbamoyl)-1-oxo-1,2-dihydroisoquinolin-3-yl)pentanoic acid), C1CCC2=NCCCN2CC1 (DBU), C1(CC1)S(=O)(=O)N (cyclopropylsulfonamide). The solvent is O1CCCC1 (tetrahydrofuran). Run at temperature 70 celsius, time 2 hour. Product: C1(CC1)S(=O)(=O)NC(CCCCC=1N(C(C2=CC=C(C=C2C1)C(=O)N[C@H](C)C1=CC=C(C=C1)F)=O)C1=CC=C(C=C1)F)=O ((R)-3-(5-(cyclopropanesulfonamido)-5-oxopentyl)-2-(4-fluorophenyl)-N-(1-(4-fluorophenyl)ethyl)-1-oxo-1,2-dihydroisoquinoline-6-carboxamide). Yield: 47.9%. Reaction SMILES: C1N=CN(C(N2C=NC=C2)=O)C=1.[F:13][C:14]1[CH:19]=[CH:18][C:17]([N:20]2[C:29]([CH2:30][CH2:31][CH2:32][CH2:33][C:34](O)=[O:35])=[CH:28][C:27]3[C:22](=[CH:23][CH:24]=[C:25]([C:37](=[O:48])[NH:38][C@@H:39]([C:41]4[CH:46]=[CH:45][C:44]([F:47])=[CH:43][CH:42]=4)[CH3:40])[CH:26]=3)[C:21]2=[O:49])=[CH:16][CH:15]=1.C1CCN2C(=NCCC2)CC1.[CH:61]1([S:64]([NH2:67])(=[O:66])=[O:65])[CH2:63][CH2:62]1>O1CCCC1>[CH:61]1([S:64]([NH:67][C:34](=[O:35])[CH2:33][CH2:32][CH2:31][CH2:30][C:29]2[N:20]([C:17]3[CH:18]=[CH:19][C:14]([F:13])=[CH:15][CH:16]=3)[C:21](=[O:49])[C:22]3[C:27]([CH:28]=2)=[CH:26][C:25]([C:37]([NH:38][C@@H:39]([C:41]2[CH:46]=[CH:45][C:44]([F:47])=[CH:43][CH:42]=2)[CH3:40])=[O:48])=[CH:24][CH:23]=3)(=[O:66])=[O:65])[CH2:63][CH2:62]1. Reported procedure: CDI (13.50 mg, 0.083 mmol) was added to a stirred, room temperature mixture of (R)-5-(2-(4-fluorophenyl)-6-((1-(4-fluorophenyl)ethyl)carbamoyl)-1-oxo-1,2-dihydroisoquinolin-3-yl)pentanoic acid (28 mg, 0.055 mmol) in tetrahydrofuran (2 mL) and the mixture was stirred at 70° C. for 2 h. DBU (0.017 mL, 0.111 mmol) and cyclopropylsulfonamide (10.09 mg, 0.083 mmol) were added, the resultant mixture was kept stirring at room temperature overnight. The mixture was concentrated, and the residue was puri... Starting materials: NC=1C=CC(=C(C1)[C@]1(N=C(OCC1(F)F)N)C)F ((R)-4-(5-amino-2-fluoro-phenyl)-5,5-difluoro-4-methyl-5,6-dihydro-4H-[1,3]oxazin-2-ylamine), ClC=1C=C(C(=NC1)C(=O)O)C (5-chloro-3-methyl-pyridine-2-carboxylic acid). Yields the product NC=1OCC([C@@](N1)(C)C=1C=C(C=CC1F)NC(=O)C1=NC=C(C=C1C)Cl)(F)F (5-Chloro-3-methyl-pyridine-2-carboxylic acid [3-((R)-2-amino-5,5-difluoro-4-methyl-5,6-dihydro-4H-[1,3]oxazin-4-yl)-4-fluoro-phenyl]-amide). As a reaction SMILES: [NH2:1][C:2]1[CH:3]=[CH:4][C:5]([F:18])=[C:6]([C@:8]2([CH3:17])[C:13]([F:15])([F:14])[CH2:12][O:11][C:10]([NH2:16])=[N:9]2)[CH:7]=1.[Cl:19][C:20]1[CH:21]=[C:22]([CH3:29])[C:23]([C:26](O)=[O:27])=[N:24][CH:25]=1>>[NH2:16][C:10]1[O:11][CH2:12][C:13]([F:14])([F:15])[C@:8]([C:6]2[CH:7]=[C:2]([NH:1][C:26]([C:23]3[C:22]([CH3:29])=[CH:21][C:20]([Cl:19])=[CH:25][N:24]=3)=[O:27])[CH:3]=[CH:4][C:5]=2[F:18])([CH3:17])[N:9]=1. Procedure: The condensation of (R)-4-(5-amino-2-fluoro-phenyl)-5,5-difluoro-4-methyl-5,6-dihydro-4H-[1,3]oxazin-2-ylamine (intermediate XI-1) and 5-chloro-3-methyl-pyridine-2-carboxylic acid following procedure I yielded the title compound as a colorless solid. MS (ISP): m/z=413.3 [M+H]+. Starting materials: FC1=C(C=CC(=C1)F)N1N=CC=2C1=NC=CC2B(O)O (1-(2,4-difluorophenyl)-1H-pyrazolo[3,4-b]pyridin-4-ylboronic acid), FC1(CN(C1)C1=NC=NC=C1I)F (4-(3,3-difluoroazetidin-1-yl)-5-iodopyrimidine), C(C)O (ethanol), C(=O)([O-])[O-].[Na+].[Na+] (Na2CO3). The reagents and catalysts are C=1C=CC(=CC1)[P](C=2C=CC=CC2)(C=3C=CC=CC3)[Pd]([P](C=4C=CC=CC4)(C=5C=CC=CC5)C=6C=CC=CC6)([P](C=7C=CC=CC7)(C=8C=CC=CC8)C=9C=CC=CC9)[P](C=1C=CC=CC1)(C=1C=CC=CC1)C=1C=CC=CC1 (tetrakis(triphenylphosphine)palladium(0)). Solvent: COCCOC (DME), O (water). Run at temperature 90 celsius, time 25 minute. Yields the product FC1(CN(C1)C1=NC=NC=C1C1=C2C(=NC=C1)N(N=C2)C2=C(C=C(C=C2)F)F)F (4-(4-(3,3-difluoroazetidin-1-yl)pyrimidin-5-yl)-1-(2,4-difluorophenyl)-1H-pyrazolo[3,4-b]pyridine). RXN SMILES: [F:1][C:2]1[CH:7]=[C:6]([F:8])[CH:5]=[CH:4][C:3]=1[N:9]1[C:13]2=[N:14][CH:15]=[CH:16][C:17](B(O)O)=[C:12]2[CH:11]=[N:10]1.[F:21][C:22]1([F:33])[CH2:25][N:24]([C:26]2[C:31](I)=[CH:30][N:29]=[CH:28][N:27]=2)[CH2:23]1.C(O)C.C([O-])([O-])=O.[Na+].[Na+]>COCCOC.C1C=CC([P]([Pd]([P](C2C=CC=CC=2)(C2C=CC=CC=2)C2C=CC=CC=2)([P](C2C=CC=CC=2)(C2C=CC=CC=2)C2C=CC=CC=2)[P](C2C=CC=CC=2)(C2C=CC=CC=2)C2C=CC=CC=2)(C2C=CC=CC=2)C2C=CC=CC=2)=CC=1.O>[F:33][C:22]1([F:21])[CH2:23][N:24]([C:26]2[C:31]([C:17]3[CH:16]=[CH:15][N:14]=[C:13]4[N:9]([C:3]5[CH:4]=[CH:5][C:6]([F:8])=[CH:7][C:2]=5[F:1])[N:10]=[CH:11][C:12]=34)=[CH:30][N:29]=[CH:28][N:27]=2)[CH2:25]1 |f:3.4.5,^1:52,54,73,92|. Procedure: To a solution of Intermediate 63A (35.7 mg, 0.1 mmol) and Intermediate 102A (44.6 mg, 0.150 mmol) in a mixture of DME (1 mL), ethanol (0.5 mL) and water (0.5 mL) was added Na2CO3 (0.042 g, 0.400 mmol). This suspension was degassed with a stream of N2 for 10 minutes and then tetrakis(triphenylphosphine)palladium(0) (5.78 mg, 5.00 mmol) was added followed by degassing for 10 minutes. The tube was then sealed, heated at 90° C. for 14 hours, and cooled to room temperature. The contents of the tube w... The reactants are O (water), CNC([C@@H](NC(C1=C(C(=C(C(=C1I)N)I)C(=O)O)I)=O)CC1=CC=CC=C1)=O (N-(3-carboxy-5-amino-2,4,6-triiodobenzoyl)L-phenylalanine methylamide), C(CCCC)(=O)Cl (valeroyl chloride), CNC(CNC(C1=C(C(=C(C(=C1I)N)I)C(=O)O)I)=O)=O (N-(3-carboxy-5-amino-2,4,6-triiodobenzoyl)-glycine methylamide). The solvent is CC(=O)N(C)C (dimethylacetamide). Run at time 8 hour. Yields the product CNC(CNC(C1=C(C(=C(C(=C1I)NC(CCCC)=O)I)C(=O)O)I)=O)=O (N-(3-Carboxy-5-valeroylamino-2,4,6-triiodobenzoyl)-glycine Methylamide). Reaction SMILES: O.[C:2](Cl)(=[O:7])[CH2:3][CH2:4][CH2:5][CH3:6].[CH3:9][NH:10][C:11](=[O:29])[CH2:12][NH:13][C:14](=[O:28])[C:15]1[C:20]([I:21])=[C:19]([NH2:22])[C:18]([I:23])=[C:17]([C:24]([OH:26])=[O:25])[C:16]=1[I:27].CNC(=O)[C@H](CC1C=CC=CC=1)NC(=O)C1C(I)=C(N)C(I)=C(C(O)=O)C=1I>CC(N(C)C)=O>[CH3:9][NH:10][C:11](=[O:29])[CH2:12][NH:13][C:14](=[O:28])[C:15]1[C:20]([I:21])=[C:19]([NH:22][C:2](=[O:7])[CH2:3][CH2:4][CH2:5][CH3:6])[C:18]([I:23])=[C:17]([C:24]([OH:26])=[O:25])[C:16]=1[I:27]. Procedure: Under agitation and water cooling, 31.5 ml. of valeroyl chloride is added dropwise to 45.8 g. (0.073 mole) of N-(3-carboxy-5-amino-2,4,6-triiodobenzoyl)-glycine methylamide (IV a), m.p. 252°-253° C. (under decomposition), in 120 ml. of dimethylacetamide. After agitating the reaction mixture overnight at room temperature, the product is precipitated by adding water; then, the product is vacuum-filtered and purified by dissolving the corresponding sodium salt and separation of the free acid by the... Starting materials: ( 2 ), N1C=NC=C1 (imidazole), ClC1=NC(=NC(=N1)Cl)N(C)C (2,4-dichloro-6-dimethylamino-1,3,5-triazine), C([O-])([O-])=O.[K+].[K+] (potassium carbonate). Run in CN(C)C=O (DMF). Run at time 8 hour. The product is ClC1=NC(=NC(=N1)N1C=NC=C1)N(C)C (2-chloro-4-(1-imidazolyl)-6-dimethylamino-1,3,5-triazine). The yield is 38860.4%. RXN SMILES: [Cl:1][C:2]1[N:7]=[C:6](Cl)[N:5]=[C:4]([N:9]([CH3:11])[CH3:10])[N:3]=1.C(=O)([O-])[O-].[K+].[K+].[NH:18]1[CH:22]=[CH:21][N:20]=[CH:19]1>CN(C=O)C>[Cl:1][C:2]1[N:7]=[C:6]([N:18]2[CH:22]=[CH:21][N:20]=[CH:19]2)[N:5]=[C:4]([N:9]([CH3:11])[CH3:10])[N:3]=1 |f:1.2.3|. Procedure: Cyanuric chloride (11.0 g, 59.6 mmol) was dissolved in ethylene glycol dimethyl ether (100 ml), cooled to -5° C. and gradually added dropwise with 50% aqueous dimethylamine solution (10.8 ml, 120 mmol). This reaction mixture was stirred at the same temperature for 2 hours and then stirred at room temperature overnight. The reaction mixture was evaporated under reduced pressure. The obtained residue was added with dichloromethane and water, and then shaken for mixing. The organic layer was separa...